From a dataset of the Open Reaction Database (ORD), a public repository of structured organic reaction records. describe an organic reaction: reactants, conditions, products, and yield Reactants: solution, BrC1=C(C=C(C=C1)C)F (1-bromo-2-fluoro-4-methylbenzene), C(CCC)[Sn](C(=C)OCC)(CCCC)CCCC (tributyl(1-ethoxyvinyl)tin). Reagents/catalysts: [Pd].C1(=CC=CC=C1)P(C1=CC=CC=C1)C1=CC=CC=C1.C1(=CC=CC=C1)P(C1=CC=CC=C1)C1=CC=CC=C1.C1(=CC=CC=C1)P(C1=CC=CC=C1)C1=CC=CC=C1.C1(=CC=CC=C1)P(C1=CC=CC=C1)C1=CC=CC=C1 (tetrakis (triphenylphosphine) palladium). The solvent is C1(=CC=CC=C1)C (toluene), C(C)(=O)OCC (ethyl acetate), [F-].[K+] (potassium fluoride). Conditions: time 30 minute. The product is FC1=C(C=CC(=C1)C)C(C)=O (2′-fluoro-4′-methylacetophenone). The yield is 114.5%. As a reaction SMILES: Br[C:2]1[CH:7]=[CH:6][C:5]([CH3:8])=[CH:4][C:3]=1[F:9].C([Sn](CCCC)(CCCC)[C:15]([O:17]CC)=[CH2:16])CCC>C1(C)C=CC=CC=1.C(OCC)(=O)C.[F-].[K+].[Pd].C1(P(C2C=CC=CC=2)C2C=CC=CC=2)C=CC=CC=1.C1(P(C2C=CC=CC=2)C2C=CC=CC=2)C=CC=CC=1.C1(P(C2C=CC=CC=2)C2C=CC=CC=2)C=CC=CC=1.C1(P(C2C=CC=CC=2)C2C=CC=CC=2)C=CC=CC=1>[F:9][C:3]1[CH:4]=[C:5]([CH3:8])[CH:6]=[CH:7][C:2]=1[C:15](=[O:17])[CH3:16] |f:4.5,6.7.8.9.10|. Procedure details: 54 mL solution of 5.0 g 1-bromo-2-fluoro-4-methylbenzene, 10 g tributyl(1-ethoxyvinyl)tin and 1.53 g tetrakis (triphenylphosphine) palladium in toluene was heated at 120° C. for 2 hours. After cooling to room temperature, the reaction mixture was diluted with ethyl acetate, 10% aqueous potassium fluoride solution was added thereto and stirred for 30 minutes, and formed insolubles were filtered off through Celite. The organic layer was washed with water, then hydrolyzed by vigorously stirring it ... The reagents and catalysts are [Cl-].[Cl-].[Cl-].[Ti+3] (titanium trichloride). Reported procedure: To a solution of 2-[(2-bromo-6-nitrophenyl)amino]ethanol (1.95 g, 7.5 mmol) in a mixture of methanol (30 mL) and water (15 mL) sodium acetate trihydrate (56 g) was added. To this mixture titanium trichloride (65 mL, as 15% solution in 10% aqueous HCI) was added drop-wise over period of 20 min. The resulting dark solution was allowed to stir for additional 2 h, and then carefully neutralized with saturated aqueous sodium bicarbonate. The solids were filtered off, and washed with ethyl acetate. Th... Starting materials: BrC1=C(C(=CC=C1)[N+](=O)[O-])NCCO (2-[(2-bromo-6-nitrophenyl)amino]ethanol), C([O-])(O)=O.[Na+] (sodium bicarbonate). Solvent: CO (methanol), O (water). Isolated yield 92.9%. The product is NC1=C(C(=CC=C1)Br)NCCO (2-[(2-amino-6-bromophenyl)amino]ethanol). Reaction conditions: time 2 hour. Reaction SMILES: [Br:1][C:2]1[CH:7]=[CH:6][CH:5]=[C:4]([N+:8]([O-])=O)[C:3]=1[NH:11][CH2:12][CH2:13][OH:14].C(=O)(O)[O-].[Na+]>CO.O.[Cl-].[Cl-].[Cl-].[Ti+3]>[NH2:8][C:4]1[CH:5]=[CH:6][CH:7]=[C:2]([Br:1])[C:3]=1[NH:11][CH2:12][CH2:13][OH:14] |f:1.2,5.6.7.8|.